Dataset: the Open Reaction Database (ORD), a public repository of structured organic reaction records. Task: describe an organic reaction: reactants, conditions, products, and yield Reactants: ClC1=NN2C(C(=C(C(=C2)C2=CC=NN2C2=CC=C(C#N)C=C2)C)C2=CC(=CC=C2)C(F)(F)F)=N1 (4-{5-[2-chloro-7-methyl-8-(3-trifluoromethyl-phenyl)-[1,2,4]triazolo[1,5-a]pyridin-6-yl]-pyrazol-1-yl}-benzonitrile), NCC(C)O (1-amino-propan-2-ol), Example 48. The product is OC(CNC1=NN2C(C(=C(C(=C2)C2=CC=NN2C2=CC=C(C#N)C=C2)C)C2=CC(=CC=C2)C(F)(F)F)=N1)C (4-{5-[2-(2-Hydroxy-propylamino)-7-methyl-8-(3-trifluoromethyl-phenyl)-[1,2,4]triazolo[1,5-a]pyridin-6-yl]-pyrazol-1-yl}-benzonitrile). Reaction SMILES: Cl[C:2]1[N:34]=[C:5]2[C:6]([C:24]3[CH:29]=[CH:28][CH:27]=[C:26]([C:30]([F:33])([F:32])[F:31])[CH:25]=3)=[C:7]([CH3:23])[C:8]([C:10]3[N:14]([C:15]4[CH:22]=[CH:21][C:18]([C:19]#[N:20])=[CH:17][CH:16]=4)[N:13]=[CH:12][CH:11]=3)=[CH:9][N:4]2[N:3]=1.[NH2:35][CH2:36][CH:37]([OH:39])[CH3:38]>>[OH:39][CH:37]([CH3:38])[CH2:36][NH:35][C:2]1[N:34]=[C:5]2[C:6]([C:24]3[CH:29]=[CH:28][CH:27]=[C:26]([C:30]([F:33])([F:32])[F:31])[CH:25]=3)=[C:7]([CH3:23])[C:8]([C:10]3[N:14]([C:15]4[CH:22]=[CH:21][C:18]([C:19]#[N:20])=[CH:17][CH:16]=4)[N:13]=[CH:12][CH:11]=3)=[CH:9][N:4]2[N:3]=1. Reported procedure: The title compound was prepared from 4-{5-[2-chloro-7-methyl-8-(3-trifluoromethyl-phenyl)-[1,2,4]triazolo[1,5-a]pyridin-6-yl]-pyrazol-1-yl}-benzonitrile (Int. 19 60 mg, 0.105 mmol) and 1-amino-propan-2-ol using a similar method to that employed in Example 48 (16 mg). Reaction SMILES: [C:29](=[O:30])([O-:31])[O-:32].[CH3:41][N:42]([CH3:43])[CH:44]=[O:45].[I:35][CH2:36][C:37]([F:38])([F:39])[F:40].[K+:33].[K+:34].[OH:1][c:2]1[cH:3][cH:4][c:5]([O:6][c:7]2[cH:8][c:9]([CH:10]=[C:11]3[CH2:12][CH2:13][N:14]([C:17](=[O:18])[O:19][C:20]([CH3:21])([CH3:22])[CH3:23])[CH2:15][CH2:16]3)[cH:24][cH:25][cH:26]2)[cH:27][cH:28]1>>[O:1]([c:2]1[cH:3][cH:4][c:5]([O:6][c:7]2[cH:8][c:9]([CH:10]=[C:11]3[CH2:12][CH2:13][N:14]([C:17](=[O:18])[O:19][C:20]([CH3:21])([CH3:22])[CH3:23])[CH2:15][CH2:16]3)[cH:24][cH:25][cH:26]2)[cH:27][cH:28]1)[CH2:36][C:37]([F:38])([F:39])[F:40]. The reactants are O=C([O-])[O-], CN(C)C=O, FC(F)(F)CI, [K+], [K+], CC(C)(C)OC(=O)N1CCC(=Cc2cccc(Oc3ccc(O)cc3)c2)CC1. Yields the product CC(C)(C)OC(=O)N1CCC(=Cc2cccc(Oc3ccc(OCC(F)(F)F)cc3)c2)CC1. Reactants: C(CCCO)O (1,4-butanediol), [H-].[Na+] (sodium hydride), BrCCCCCCCCC (bromononane). The solvent is CN(C=O)C (dimethylformamide). Reaction conditions: time 15 minute. Yields the product C(CCCCCCCC)OCCCCO (4-nonyloxybutanol). Reaction SMILES: [CH2:1]([OH:6])[CH2:2][CH2:3][CH2:4][OH:5].[H-].[Na+].Br[CH2:10][CH2:11][CH2:12][CH2:13][CH2:14][CH2:15][CH2:16][CH2:17][CH3:18]>CN(C)C=O>[CH2:10]([O:5][CH2:4][CH2:3][CH2:2][CH2:1][OH:6])[CH2:11][CH2:12][CH2:13][CH2:14][CH2:15][CH2:16][CH2:17][CH3:18] |f:1.2|. Reported procedure: To a solution of 7.1 ml of 1,4-butanediol in 40 ml of dimethylformamide, 1.8 gms of sodium hydride are added; and the reaction mixture is stirred at room temperature for 15 minutes. To this solution is added 7.6 ml of bromononane and the reaction mixture is stirred at room temperature for 44 hours. The reaction mixture is then partitioned between ethyl acetate and water and the organic layer is washed with brine, dried over sodum sulfate, filtered, and concentrated under vacuum. The residue is f... Starting materials: CC(C)(C)OC(N(C=1C=NC=C(C1)C(=O)N1CCC(CC1)C1=CC(=CC=C1)CN(C(=O)OC(C)(C)C)C(=O)OC(C)(C)C)CC1=C(C=C(C=C1)Br)F)=O ((4-Bromo-2-fluoro-benzyl)-{5-[1-(4-{3-[N,N-bis-(tert-butoxycarbonyl)aminomethyl]-phenyl}-piperidin-1-yl)-methanoyl]-pyridin-3-yl}-carbamic acid dimethyl-ethyl ester), Cl (HCl), O1CCOCC1 (1,4-dioxane), CCOCC (ether). Solvent: C(C)(C)O (isopropyl alcohol). Run at time 2.5 hour. Yields the product Cl.Cl.Cl.NCC=1C=C(C=CC1)C1CCN(CC1)C(=O)C=1C=NC=C(C1)NCC1=C(C=C(C=C1)Br)F (1-[4-(3-aminomethyl-phenyl)-piperidin-1-yl]-1-[5-(4-bromo-2-fluoro-benzylamino)-pyridin-3-yl]-methanone trihydrochloride). Reaction SMILES: CC(OC(=O)[N:7]([CH2:44][C:45]1[CH:50]=[CH:49][C:48]([Br:51])=[CH:47][C:46]=1[F:52])[C:8]1[CH:9]=[N:10][CH:11]=[C:12]([C:14]([N:16]2[CH2:21][CH2:20][CH:19]([C:22]3[CH:27]=[CH:26][CH:25]=[C:24]([CH2:28][N:29](C(OC(C)(C)C)=O)C(OC(C)(C)C)=O)[CH:23]=3)[CH2:18][CH2:17]2)=[O:15])[CH:13]=1)(C)C.[ClH:54].O1CCOCC1.CCOCC>C(O)(C)C>[ClH:54].[ClH:54].[ClH:54].[NH2:29][CH2:28][C:24]1[CH:23]=[C:22]([CH:19]2[CH2:18][CH2:17][N:16]([C:14]([C:12]3[CH:11]=[N:10][CH:9]=[C:8]([NH:7][CH2:44][C:45]4[CH:50]=[CH:49][C:48]([Br:51])=[CH:47][C:46]=4[F:52])[CH:13]=3)=[O:15])[CH2:21][CH2:20]2)[CH:27]=[CH:26][CH:25]=1 |f:5.6.7.8|. Reported procedure: (4-Bromo-2-fluoro-benzyl)-{5-[1-(4-{3-[N,N-bis-(tert-butoxycarbonyl)aminomethyl]-phenyl}-piperidin-1-yl)-methanoyl]-pyridin-3-yl}-carbamic acid dimethyl-ethyl ester (0.0806 g, 0.1010 mmol) was treated with 4 M HCl in 1,4-dioxane (2.0 mL, 8.0 mmol) and stirred at ambient temperature. After 25 minutes the reaction mixture was diluted with isopropyl alcohol (0.5 mL) and stirring was continued for an additional 2.5 hours. Dripping the reaction solution into ether (40 mL) with vigorous stirring affor... The reactants are Cc1ccccc1, CN1CCCC1=O, OC1CCCCCCC1, [Na+], [OH-], O. The product is O=C1CCCCCCC1. RXN SMILES: [CH3:11][c:12]1[cH:13][cH:14][cH:15][cH:16][cH:17]1.[CH3:20][N:21]1[CH2:22][CH2:23][CH2:24][C:25]1=[O:26].[CH:1]1([OH:9])[CH2:2][CH2:3][CH2:4][CH2:5][CH2:6][CH2:7][CH2:8]1.[Na+:19].[OH-:18].[OH2:10]>>[C:1]1(=[O:9])[CH2:2][CH2:3][CH2:4][CH2:5][CH2:6][CH2:7][CH2:8]1. Reactants: CCOCCn1nc(CC)c([N+](=O)[O-])c1C(N)=O, CCO, O=C[O-], [NH4+], [OH-], [OH-], [Pd+2]. The product is CCOCCn1nc(CC)c(N)c1C(N)=O. As a reaction SMILES: [CH2:1]([CH3:2])[O:3][CH2:4][CH2:5][n:6]1[n:7][c:8]([CH2:17][CH3:18])[c:9]([N+:14]([O-:15])=[O:16])[c:10]1[C:11](=[O:12])[NH2:13].[CH3:23][CH2:24][OH:25].[CH:19]([O-:20])=[O:21].[NH4+:22].[OH-:26].[OH-:28].[Pd+2:27]>>[CH2:1]([CH3:2])[O:3][CH2:4][CH2:5][n:6]1[n:7][c:8]([CH2:17][CH3:18])[c:9]([NH2:14])[c:10]1[C:11](=[O:12])[NH2:13]. Reactants: COC1=C(C=C(C=C1)OC)/C=C/C(C)=O ((E)-4-(2,5-dimethoxyphenyl)but-3-en-2-one), O.C(C=O)(=O)O (glyoxylic acid monohydrate). Run in O (water), C(C)(=O)O (acetic acid). Product: COC1=C(C=C(C=C1)OC)/C=C/C(/C=C/C(=O)O)=O ((E,E)-6-(2,5-dimethoxyphenyl)-4-oxo-2,5-hexadienoic acid). As a reaction SMILES: [CH3:1][O:2][C:3]1[CH:8]=[CH:7][C:6]([O:9][CH3:10])=[CH:5][C:4]=1/[CH:11]=[CH:12]/[C:13](=[O:15])[CH3:14].O.[C:17]([OH:21])(=[O:20])[CH:18]=O>C(O)(=O)C.O>[CH3:1][O:2][C:3]1[CH:8]=[CH:7][C:6]([O:9][CH3:10])=[CH:5][C:4]=1/[CH:11]=[CH:12]/[C:13](=[O:15])/[CH:14]=[CH:18]/[C:17]([OH:21])=[O:20] |f:1.2|. Reported procedure: A solution of 19 g (92 mmol) of (E)-4-(2,5-dimethoxyphenyl)but-3-en-2-one and 8.4 g (92 mmol) of glyoxylic acid monohydrate in 23.4 ml of acetic acid was boiled at reflux for 20 hours. The reaction mixture was diluted with water and extracted with ethyl acetate. The organic phase was extracted twice with 3N sodium hydroxide solution. The combined aqueous phases were treated with 3N hydrochloric acid to produce a strongly acidic reaction and extracted twice with ethyl acetate. The combined organi...